This data is from the Open Reaction Database (ORD), a public repository of structured organic reaction records. The task is: describe an organic reaction: reactants, conditions, products, and yield Starting materials: [Ca+2], [Cl-], [Cl-], OC1Cc2cc(Cl)ccc2Sc2ccc(F)cc21, Cl, c1ccccc1. The product is Fc1ccc2c(c1)C(Cl)Cc1cc(Cl)ccc1S2. Reaction SMILES: [Ca+2:21].[Cl-:19].[Cl-:20].[Cl:1][c:2]1[cH:3][c:4]2[c:5]([cH:17][cH:18]1)[S:6][c:7]1[c:8]([cH:12][c:13]([F:16])[cH:14][cH:15]1)[CH:9]([OH:11])[CH2:10]2.[ClH:22].[cH:23]1[cH:24][cH:25][cH:26][cH:27][cH:28]1>>[Cl:1][c:2]1[cH:3][c:4]2[c:5]([cH:17][cH:18]1)[S:6][c:7]1[c:8]([cH:12][c:13]([F:16])[cH:14][cH:15]1)[CH:9]([Cl:19])[CH2:10]2. Starting materials: ClC=1C(=NC=NC1Cl)N (5,6-dichloropyrimidin-4-amine), NCC1CCN(CC1)C(=O)OC(C)(C)C (tert-butyl 4-(aminomethyl)piperidine-1-carboxylate), O(C1=CC=CC=C1)C1=CC=C(C=C1)B(O)O ((4-phenoxyphenyl)boronic acid), CN1C(C=C(C=C1)C(=O)O)=O (1-methyl-2-oxo-1,2-dihydropyridine-4-carboxylic acid). Product: NC1=C(C(=NC=N1)NCC1CCN(CC1)C(=O)C1=CC(N(C=C1)C)=O)C1=CC=C(C=C1)OC1=CC=CC=C1 (4-(4-(((6-amino-5-(4-phenoxyphenyl)pyrimidin-4-yl)amino)methyl)piperidine-1-carbonyl)-1-methylpyridin-2(1H)-one). As a reaction SMILES: Cl[C:2]1[C:3]([NH2:9])=[N:4][CH:5]=[N:6][C:7]=1Cl.[NH2:10][CH2:11][CH:12]1[CH2:17][CH2:16][N:15]([C:18]([O:20]C(C)(C)C)=O)[CH2:14][CH2:13]1.[O:25]([C:32]1[CH:37]=[CH:36][C:35](B(O)O)=[CH:34][CH:33]=1)[C:26]1[CH:31]=[CH:30][CH:29]=[CH:28][CH:27]=1.[CH3:41][N:42]1[CH:47]=[CH:46][C:45](C(O)=O)=[CH:44][C:43]1=[O:51]>>[NH2:9][C:3]1[N:4]=[CH:5][N:6]=[C:7]([NH:10][CH2:11][CH:12]2[CH2:13][CH2:14][N:15]([C:18]([C:45]3[CH:46]=[CH:47][N:42]([CH3:41])[C:43](=[O:51])[CH:44]=3)=[O:20])[CH2:16][CH2:17]2)[C:2]=1[C:29]1[CH:30]=[CH:31][C:26]([O:25][C:32]2[CH:37]=[CH:36][CH:35]=[CH:34][CH:33]=2)=[CH:27][CH:28]=1. Reported procedure: 4-(4-(((6-amino-5-(4-phenoxyphenyl)pyrimidin-4-yl)amino)methyl)piperidine-1-carbonyl)-1-methylpyridin-2(1H)-one was prepared from 5,6-dichloropyrimidin-4-amine, tert-butyl 4-(aminomethyl)piperidine-1-carboxylate, (4-phenoxyphenyl)boronic acid, and 1-methyl-2-oxo-1,2-dihydropyridine-4-carboxylic acid using methods B, C, D, and E. HPLC purity: 100%. MS: m/z=511 [M+H]+. 1H-NMR (DMSO-d6) δ 8.28 (s, 1H), 7.69 (d, 1H), 7.38 (t, 2H), 7.20 (d, 2H), 7.14-6.90 (m, 8H), 6.19 (s, 1H), 6.06 (d, 1H), 1.28 (d,...